From a dataset of the Open Reaction Database (ORD), a public repository of structured organic reaction records. describe an organic reaction: reactants, conditions, products, and yield Starting materials: C(C)(=O)OC(C)=O (acetic anhydride), N1=CC=CC=C1 (pyridine), NC1=C(C=CC(=C1)[N+](=O)[O-])O (2-amino-4-nitrophenol). Run in C(=O)O (formic acid), C(=O)O (formic acid). Reaction conditions: time 18 hour. Yields the product OC1=C(C=C(C=C1)[N+](=O)[O-])NC=O (N-(2-hydroxy-5-nitrophenyl)-formamide). RXN SMILES: [C:1](OC(=O)C)(=[O:3])C.N1C=CC=CC=1.[NH2:14][C:15]1[CH:20]=[C:19]([N+:21]([O-:23])=[O:22])[CH:18]=[CH:17][C:16]=1[OH:24]>C(O)=O>[OH:24][C:16]1[CH:17]=[CH:18][C:19]([N+:21]([O-:23])=[O:22])=[CH:20][C:15]=1[NH:14][CH:1]=[O:3]. Procedure details: To a stirred mixture of formic acid (20.7 g, 0.449 mol), acetic anhydride (32.0 g, 0.313 mol) and pyridine (37 g, 0.468 mol) is added at ambient temperature 2-amino-4-nitrophenol (24.0 g, 0.156 mol) in 15 mL of formic acid. Stirring is continued for 18 h. The solid formed is separated by suction filtration, washed with aqueous sodium bicarbonate, water, DCM and hexanes. After air drying for 18 h, N-(2-hydroxy-5-nitrophenyl)-formamide is obtained as a light green solid: (M−H)−=181.1. Reactants: NC1=C(C(=NN1C1=C(C=C(C=C1Cl)C(F)(F)F)Cl)C)C#N (5-amino-4-cyano-1-(2,6-dichloro-4-trifluoromethylphenyl)-3-methylpyrazole), O.C1(=CC=C(C=C1)S(=O)(=O)O)C (p-toluenesulphonic acid hydrate), COC(OC)OC (trimethylorthoformate). Product: C(#N)C=1C(=NN(C1N=COC)C1=C(C=C(C=C1Cl)C(F)(F)F)Cl)C (4-cyano-1-(2,6-dichloro-4-trifluoromethylphenyl)-3-methyl-5-methoxymethyleneaminopyrazole). As a reaction SMILES: [NH2:1][C:2]1[N:6]([C:7]2[C:12]([Cl:13])=[CH:11][C:10]([C:14]([F:17])([F:16])[F:15])=[CH:9][C:8]=2[Cl:18])[N:5]=[C:4]([CH3:19])[C:3]=1[C:20]#[N:21].O.C1(C)C=CC(S(O)(=O)=O)=CC=1.[CH3:34][O:35][CH:36](OC)OC>>[C:20]([C:3]1[C:4]([CH3:19])=[N:5][N:6]([C:7]2[C:8]([Cl:18])=[CH:9][C:10]([C:14]([F:16])([F:15])[F:17])=[CH:11][C:12]=2[Cl:13])[C:2]=1[N:1]=[CH:34][O:35][CH3:36])#[N:21] |f:1.2|. Procedure details: A mixture of 5-amino-4-cyano-1-(2,6-dichloro-4-trifluoromethylphenyl)-3-methylpyrazole (5 g) and p-toluenesulphonic acid hydrate (0.1 g) in trimethylorthoformate (20 ml) was heated at reflux for 4.5 hours. After cooling, the reaction mixture was evaporated to dryness in vacuo. The residue was dissolved in diethyl ether and left to crystallize at 0° C. The dark colored solid was recrystallized from a mixture of ethanol and water to give 4-cyano-1-(2,6-dichloro-4-trifluoromethylphenyl)-3-methyl-5-... The reactants are C(=O)(C(F)(F)F)O (TFA), C(C)[SiH](CC)CC (triethylsilane), ClC1=CC=C(C=C1)C(C1=C(C=C(S1)C#N)I)O (5-((4-chlorophenyl)(hydroxy)methyl)-4-iodothiophene-2-carbonitrile). Solvent: ClCCl (dichloromethane). The product is ClC1=CC=C(CC2=C(C=C(S2)C#N)I)C=C1 (5-(4-Chlorobenzyl)-4-iodothiophene-2-carbonitrile). The yield is 85.0%. Reaction SMILES: [Cl:1][C:2]1[CH:7]=[CH:6][C:5]([CH:8](O)[C:9]2[S:13][C:12]([C:14]#[N:15])=[CH:11][C:10]=2[I:16])=[CH:4][CH:3]=1.C(O)(C(F)(F)F)=O.C([SiH](CC)CC)C>ClCCl>[Cl:1][C:2]1[CH:7]=[CH:6][C:5]([CH2:8][C:9]2[S:13][C:12]([C:14]#[N:15])=[CH:11][C:10]=2[I:16])=[CH:4][CH:3]=1. Reported procedure: A round-bottomed flask was charged with 5-((4-chlorophenyl)(hydroxy)methyl)-4-iodothiophene-2-carbonitrile (1.67 g, 4.45 mmol). After degassed, dichloromethane (8 mL), TFA (4 mL) and triethylsilane (1.1 mL, 6.9 mmol) was added sequentially through syringe. The reaction was further stirred at rt until complete, and then concentrated. The residue was purified by flash chromatography (hexane:CH2CL2=2:1). 1.36 g (85%) of product was obtained as a white solid.